From a dataset of the Open Reaction Database (ORD), a public repository of structured organic reaction records. describe an organic reaction: reactants, conditions, products, and yield Solvent: C1CCOC1 (THF). The reactants are CCN(CC)P1(=NC(C)(C)C)N(CCCN1C)C (BEMP), crude material, ClC1=CC=C(C(=O)NNC([C@@H](C(C)(C)O)NC2=C(C(=C(C=C2)C#N)Cl)C)=O)C=C1 ((R)-4-chloro-N′-(2-(3-chloro-4-cyano-2-methylphenylamino)-3-hydroxy-3-methylbutanoyl)benzohydrazide), ClC1=CC=C(C(=O)NNC([C@@H](C(C)(C)O)NC2=C(C(=C(C=C2)C#N)Cl)C)=O)C=C1 ((R)-4-chloro-N′-(2-(3-chloro-4-cyano-2-methylphenylamino)-3-hydroxy-3-methylbutanoyl)benzohydrazide), CCN(CC)P1(=NC(C)(C)C)N(CCCN1C)C (BEMP). As a reaction SMILES: [Cl:1][C:2]1[CH:29]=[CH:28][C:5]([C:6]([NH:8][NH:9][C:10](=O)[C@H:11]([NH:16][C:17]2[CH:22]=[CH:21][C:20]([C:23]#[N:24])=[C:19]([Cl:25])[C:18]=2[CH3:26])[C:12]([OH:15])([CH3:14])[CH3:13])=[O:7])=[CH:4][CH:3]=1.CCN(P1(N(C)CCCN1C)=NC(C)(C)C)CC>C1COCC1>[Cl:25][C:19]1[C:18]([CH3:26])=[C:17]([NH:16][C@@H:11]([C:10]2[O:7][C:6]([C:5]3[CH:28]=[CH:29][C:2]([Cl:1])=[CH:3][CH:4]=3)=[N:8][N:9]=2)[C:12]([OH:15])([CH3:14])[CH3:13])[CH:22]=[CH:21][C:20]=1[C:23]#[N:24]. Reported procedure: The crude material of (R)-4-chloro-N′-(2-(3-chloro-4-cyano-2-methylphenylamino)-3-hydroxy-3-methylbutanoyl)benzohydrazide (intermediate 15a) (230 mg, 0.53 mmol) was added to THF (50 mL) stirred at room temperature. PS-BEMP (721 mg, 1.59 mmol base) was added to the solution followed by slow addition of p-TSCl (111 mg, 0.58 mmol). The reaction mixture was stirred for 1 h and the progress of the reaction was monitored by TLC. After the completion of the reaction the BEMP reagent was filtered off an... Yields the product ClC1=C(C#N)C=CC(=C1C)N[C@H](C(C)(C)O)C=1OC(=NN1)C1=CC=C(C=C1)Cl ((R)-2-chloro-4-(1-(5-(4-chlorophenyl)-1,3,4-oxadiazol-2-yl)-2-hydroxy-2-methylpropylamino)-3-methylbenzonitrile). Yield: 334.6%.